Dataset: the Open Reaction Database (ORD), a public repository of structured organic reaction records. Task: describe an organic reaction: reactants, conditions, products, and yield The reactants are NC1=NC(=NC(=C1C=O)C)C (4-Amino-2,6-dimethylpyrimidine-5-carboxaldehyde), ClC1=C(C(=CC=C1)Cl)CC#N (2,6-dichlorophenylacetonitrile). The product is ClC1=C(C(=CC=C1)Cl)C1=CC2=C(N=C(N=C2C)C)N=C1N (6-(2,6-dichlorophenyl)-2,4-dimethylpyrido[2,3-d]pyrimidin-7-amine). RXN SMILES: [NH2:1][C:2]1[C:7]([CH:8]=O)=[C:6]([CH3:10])[N:5]=[C:4]([CH3:11])[N:3]=1.[Cl:12][C:13]1[CH:18]=[CH:17][CH:16]=[C:15]([Cl:19])[C:14]=1[CH2:20][C:21]#[N:22]>>[Cl:12][C:13]1[CH:18]=[CH:17][CH:16]=[C:15]([Cl:19])[C:14]=1[C:20]1[C:21]([NH2:22])=[N:1][C:2]2[N:3]=[C:4]([CH3:11])[N:5]=[C:6]([CH3:10])[C:7]=2[CH:8]=1. Reported procedure: 4-Amino-2,6-dimethylpyrimidine-5-carboxaldehyde is then condensed with 2,6-dichlorophenylacetonitrile. The product is isolated and purified in the manner described in Example 6, yielding 6-(2,6-dichlorophenyl)-2,4-dimethylpyrido[2,3-d]pyrimidin-7-amine, mp 239°-240° C., after recrystallization from ethyl acetate. Procedure: To a solution of 25.03 g (100 mole) of 2-nicotinoylaminoethyl acetoacetate, 15.11 g (100 mmole) of m-nitrobenzaldehyde and 15.42 g (100 mmole) of 2-cyanoethyl 3-aminocrotonate in 150 ml of isopropyl alcohol was added 0.73 g (5 mmole) of piperidinium acetate, and the mixture was refluxed for 5 hours. After evaporation of the solvent, the residue was dissolved in 200 ml of acetone. To the solution was added 200 ml of 0.75 N aqueous sodium hydroxide solution, and the mixture was stirred at room tem... Yields the product C(C1=CN=CC=C1)(=O)NCCOC(=O)C1=C(NC(=C(C1C1=CC(=CC=C1)[N+](=O)[O-])C(=O)O)C)C (2,6-dimethyl4-(3-nitrophenyl)-1,4-dihydropyridine-3,5-dicarboxylic acid 3-(2-nicotinoylaminoethyl) ester). The reagents and catalysts are C(C)(=O)[O-].[NH2+]1CCCCC1 (piperidinium acetate). Yield: 97.1%. Reactants: C(CC(=O)C)(=O)OCCNC(C1=CN=CC=C1)=O (2-nicotinoylaminoethyl acetoacetate), [N+](=O)([O-])C=1C=C(C=O)C=CC1 (m-nitrobenzaldehyde), N\C(=C/C(=O)OCCC#N)\C (2-cyanoethyl 3-aminocrotonate). As a reaction SMILES: [C:1]([O:7][CH2:8][CH2:9][NH:10][C:11](=[O:18])[C:12]1[CH:17]=[CH:16][CH:15]=[N:14][CH:13]=1)(=[O:6])[CH2:2][C:3]([CH3:5])=O.[N+:19]([C:22]1[CH:23]=[C:24]([CH:27]=[CH:28][CH:29]=1)[CH:25]=O)([O-:21])=[O:20].[NH2:30]/[C:31](/[CH3:40])=[CH:32]\[C:33]([O:35]CCC#N)=[O:34]>C(O)(C)C.C([O-])(=O)C.[NH2+]1CCCCC1>[C:11]([NH:10][CH2:9][CH2:8][O:7][C:1]([C:2]1[CH:25]([C:24]2[CH:27]=[CH:28][CH:29]=[C:22]([N+:19]([O-:21])=[O:20])[CH:23]=2)[C:32]([C:33]([OH:35])=[O:34])=[C:31]([CH3:40])[NH:30][C:3]=1[CH3:5])=[O:6])(=[O:18])[C:12]1[CH:17]=[CH:16][CH:15]=[N:14][CH:13]=1 |f:4.5|. Run in C(C)(C)O (isopropyl alcohol).